From a dataset of the Open Reaction Database (ORD), a public repository of structured organic reaction records. describe an organic reaction: reactants, conditions, products, and yield Reaction SMILES: C[Mg]Br.[Cl:4][C:5]1[CH:6]=[C:7]([NH:12][C:13](=[O:32])[C:14]([N:17]2[C:22](=[O:23])[C:21]([C:24]3[CH:29]=[CH:28][CH:27]=[CH:26][CH:25]=3)=[C:20]([CH:30]=[O:31])[O:19][CH2:18]2)([CH3:16])[CH3:15])[CH:8]=[C:9]([Cl:11])[CH:10]=1.[Cl-].[NH4+].[C:35](OCC)(=O)C>CCOCC.O1CCCC1>[Cl:4][C:5]1[CH:6]=[C:7]([NH:12][C:13](=[O:32])[C:14]([N:17]2[C:22](=[O:23])[C:21]([C:24]3[CH:25]=[CH:26][CH:27]=[CH:28][CH:29]=3)=[C:20]([CH:30]([OH:31])[CH3:35])[O:19][CH2:18]2)([CH3:16])[CH3:15])[CH:8]=[C:9]([Cl:11])[CH:10]=1 |f:2.3|. Yields the product ClC=1C=C(C=C(C1)Cl)NC(C(C)(C)N1COC(=C(C1=O)C1=CC=CC=C1)C(C)O)=O (N-(3,5-dichlorophenyl)-2[2,3-dihydro-6-(1-hydroxyethyl)-4-oxo-5-phenyl-4H-1,3-oxazin-3-yl]-2-methylpropanamide). Reported procedure: Methylmagnesium bromide (1.7 ml of a 3M solution in ether) was added dropwise to a stirred solution of N-(3,5-dichlorophenyl)-2-(6-formyl-2,3-dihydro-4-oxo-5-phenyl-4H-1,3-oxazin-3-yl)-2-methylpropanamide (1.0 g) in dry tetrahydrofuran under an inert atmosphere at -5° C. After 1 hour at that temperature, ammonium chloride solution (saturated) and ethyl acetate were added. The organic phase was washed (brine), dried (magnesium sulphate) and evaporated. The residue was purified by dry column chrom... Reactants: C[Mg]Br (Methylmagnesium bromide), solution, ClC=1C=C(C=C(C1)Cl)NC(C(C)(C)N1COC(=C(C1=O)C1=CC=CC=C1)C=O)=O (N-(3,5-dichlorophenyl)-2-(6-formyl-2,3-dihydro-4-oxo-5-phenyl-4H-1,3-oxazin-3-yl)-2-methylpropanamide), [Cl-].[NH4+] (ammonium chloride), C(C)(=O)OCC (ethyl acetate). Run in CCOCC (ether), O1CCCC1 (tetrahydrofuran). The reactants are Cc1c(C=O)c2cc([N+](=O)[O-])ccc2n1Cc1ccccc1, CC=C(C)C, CC#N, CC(C)(C)O, [O-][Cl+][O-], [Na+], O. Yields the product Cc1c(C(=O)O)c2cc([N+](=O)[O-])ccc2n1Cc1ccccc1. Reaction SMILES: [CH2:1]([c:2]1[cH:3][cH:4][cH:5][cH:6][cH:7]1)[n:8]1[c:9]([CH3:22])[c:10]([CH:20]=[O:21])[c:11]2[cH:12][c:13]([N+:17](=[O:18])[O-:19])[cH:14][cH:15][c:16]12.[CH3:23][C:24](=[CH:25][CH3:26])[CH3:27].[CH3:32][C:33]#[N:34].[CH3:35][C:36]([OH:37])([CH3:38])[CH3:39].[Cl+:28]([O-:29])[O-:30].[Na+:31].[OH2:40]>>[CH2:1]([c:2]1[cH:3][cH:4][cH:5][cH:6][cH:7]1)[n:8]1[c:9]([CH3:22])[c:10]([C:20](=[O:21])[OH:29])[c:11]2[cH:12][c:13]([N+:17](=[O:18])[O-:19])[cH:14][cH:15][c:16]12.